From a dataset of the Open Reaction Database (ORD), a public repository of structured organic reaction records. describe an organic reaction: reactants, conditions, products, and yield Reactants: O=C([O-])[O-], CN(C)C=O, OCCCCCCCl, Cc1nc(N2CCN(c3ccc(F)cc3)CC2)c([N+](=O)[O-])c(=O)[nH]1, [K+], [K+]. The product is Cc1nc(OCCCCCCO)c([N+](=O)[O-])c(N2CCN(c3ccc(F)cc3)CC2)n1. As a reaction SMILES: [C:33](=[O:34])([O-:35])[O-:36].[CH3:39][N:40]([CH3:41])[CH:42]=[O:43].[Cl:25][CH2:26][CH2:27][CH2:28][CH2:29][CH2:30][CH2:31][OH:32].[F:1][c:2]1[cH:3][cH:4][c:5]([N:8]2[CH2:9][CH2:10][N:11]([c:14]3[c:15]([N+:22](=[O:23])[O-:24])[c:16](=[O:21])[nH:17][c:18]([CH3:20])[n:19]3)[CH2:12][CH2:13]2)[cH:6][cH:7]1.[K+:37].[K+:38]>>[F:1][c:2]1[cH:3][cH:4][c:5]([N:8]2[CH2:9][CH2:10][N:11]([c:14]3[c:15]([N+:22](=[O:23])[O-:24])[c:16]([O:21][CH2:26][CH2:27][CH2:28][CH2:29][CH2:30][CH2:31][OH:32])[n:17][c:18]([CH3:20])[n:19]3)[CH2:12][CH2:13]2)[cH:6][cH:7]1. Reactants: COCCOC, [Li]CCCC, CCCCCC, COc1ccc(CNc2ccc3c(c2)COC3=O)c(OC)c1, CO, Cl, O=C1Cc2ccccc2N1. The product is COc1ccc(CNc2ccc3c(c2)COC3=C2C(=O)Nc3ccccc32)c(OC)c1. As a reaction SMILES: [CH2:45]([CH2:46][O:47][CH3:48])[O:49][CH3:50].[CH3:11][CH2:12][CH2:13][CH2:14][Li:15].[CH3:16][CH2:17][CH2:18][CH2:19][CH2:20][CH3:21].[CH3:22][O:23][c:24]1[c:25]([CH2:26][NH:27][c:28]2[cH:29][c:30]3[c:34]([cH:35][cH:36]2)[C:33](=[O:37])[O:32][CH2:31]3)[cH:38][cH:39][c:40]([O:42][CH3:43])[cH:41]1.[CH3:51][OH:52].[ClH:44].[NH:1]1[C:2](=[O:10])[CH2:3][c:4]2[cH:5][cH:6][cH:7][cH:8][c:9]21>>[NH:1]1[C:2](=[O:10])[C:3](=[C:33]2[O:32][CH2:31][c:30]3[cH:29][c:28]([NH:27][CH2:26][c:25]4[c:24]([O:23][CH3:22])[cH:41][c:40]([O:42][CH3:43])[cH:39][cH:38]4)[cH:36][cH:35][c:34]32)[c:4]2[cH:5][cH:6][cH:7][cH:8][c:9]21. Starting materials: COC(C1=CC=C(C=C1)CC1(C(OC(OC1=O)(C)C)=O)CC1=CC=C(C=C1)Br)=O (4-[5-(4-Bromobenzyl)-2,2-dimethyl-4,6-dioxo-[1,3]dioxan-5-ylmethyl]-benzoic acid methyl ester), O1C(=CC=C2C1=CC=C2)NC2=CC=CC=C2 (4-benzofuran-2-ylphenylamine). Run in CN1CCCC1=O (NMP), O (water). The product is COC(C1=CC=C(C=C1)CC(CC1=CC=C(C=C1)Br)C(N(C1=CC=CC=C1)C1=CC=C2C(=CC=C2)O1)=O)=O (4-[2-(4-Benzofuran-2-ylphenylcarbamoyl)-3-(4-bromophenyl)-propyl]-benzoic acid methyl ester). Yield: 56.1%. RXN SMILES: [CH3:1][O:2][C:3](=[O:29])[C:4]1[CH:9]=[CH:8][C:7]([CH2:10][C:11]2([CH2:21][C:22]3[CH:27]=[CH:26][C:25]([Br:28])=[CH:24][CH:23]=3)C(=O)OC(C)(C)[O:13][C:12]2=O)=[CH:6][CH:5]=1.[O:30]1[C:35]2=[CH:36][CH:37]=[CH:38][C:34]2=[CH:33][CH:32]=[C:31]1[NH:39][C:40]1[CH:45]=[CH:44][CH:43]=[CH:42][CH:41]=1>CN1C(=O)CCC1.O>[CH3:1][O:2][C:3](=[O:29])[C:4]1[CH:5]=[CH:6][C:7]([CH2:10][CH:11]([C:12](=[O:13])[N:39]([C:31]2[O:30][C:35]3=[CH:36][CH:37]=[CH:38][C:34]3=[CH:33][CH:32]=2)[C:40]2[CH:41]=[CH:42][CH:43]=[CH:44][CH:45]=2)[CH2:21][C:22]2[CH:23]=[CH:24][C:25]([Br:28])=[CH:26][CH:27]=2)=[CH:8][CH:9]=1. Procedure: A solution of 4-[5-(4-Bromobenzyl)-2,2-dimethyl-4,6-dioxo-[1,3]dioxan-5-ylmethyl]-benzoic acid methyl ester (1.35 g, 2.93 mmol) and 4-benzofuran-2-ylphenylamine (736 mg, 3.52 mmol) in dry NMP (10 mL) was heated at 220° C. for 5 min in the microwave. The reaction mixture was diluted with water then extracted with EtOAc. After concentrating, the crude material was purified by flash chromatography on silica gel (ISCO cartridge, 40 g), eluting with a gradient of zero to 35% ethyl acetate in hexane o... Starting materials: C1CCOC1, CCO, O=C(c1ccccc1)N1CCN(c2cccc([N+](=O)[O-])c2)CC1, O=[Pt]. The product is Nc1cccc(N2CCN(C(=O)c3ccccc3)CC2)c1. Reaction SMILES: [CH2:27]1[O:28][CH2:29][CH2:30][CH2:31]1.[CH3:24][CH2:25][OH:26].[N+:1]([O-:2])(=[O:3])[c:4]1[cH:5][c:6]([N:10]2[CH2:11][CH2:12][N:13]([C:16](=[O:17])[c:18]3[cH:19][cH:20][cH:21][cH:22][cH:23]3)[CH2:14][CH2:15]2)[cH:7][cH:8][cH:9]1.[Pt:32]=[O:33]>>[NH2:1][c:4]1[cH:5][c:6]([N:10]2[CH2:11][CH2:12][N:13]([C:16](=[O:17])[c:18]3[cH:19][cH:20][cH:21][cH:22][cH:23]3)[CH2:14][CH2:15]2)[cH:7][cH:8][cH:9]1. Starting materials: C(C)(=O)OCC(CCC1=CC=C(C=C1)C(CCCCCCC)=O)(CC)NC(C)=O (2-acetamido-2-ethyl-4-(4-octanoylphenyl)butyl acetate), C(C)OC(C(C(=O)OCC)CC)=O (ethylmalonic acid diethyl ester), example 2 ( 7 ). Yields the product NC(CO)(CCC1=CC=C(C=C1)CCCCCCCC)CC (2-Amino-2-ethyl-4-(4-octylphenyl)butanol). Reaction SMILES: C([O:4][CH2:5][C:6]([NH:26]C(=O)C)([CH2:24][CH3:25])[CH2:7][CH2:8][C:9]1[CH:14]=[CH:13][C:12]([C:15](=O)[CH2:16][CH2:17][CH2:18][CH2:19][CH2:20][CH2:21][CH3:22])=[CH:11][CH:10]=1)(=O)C.C(OC(=O)C(CC)C(OCC)=O)C>>[NH2:26][C:6]([CH2:24][CH3:25])([CH2:7][CH2:8][C:9]1[CH:10]=[CH:11][C:12]([CH2:15][CH2:16][CH2:17][CH2:18][CH2:19][CH2:20][CH2:21][CH3:22])=[CH:13][CH:14]=1)[CH2:5][OH:4]. Procedure details: In working example 77, 2-acetamido-2-ethyl-4-(4-octanoylphenyl)butyl acetate obtained by using ethylmalonic acid diethyl ester instead of propylmalonic acid diethyl ester, is subjected to reduction in the same manner as working example 2 (7) and then hydrolysis in the same manner as working example 78 to give the subject compound. Starting materials: NC1=CC=CC=C1 (aniline), i-amylnitrite, O1C=CC=C1 (furan). Product: C1(=CC=CC=C1)C=1OC=CC1 (2-phenylfuran). Isolated yield 39.0%. RXN SMILES: N[C:2]1[CH:7]=[CH:6][CH:5]=[CH:4][CH:3]=1.[O:8]1[CH:12]=[CH:11][CH:10]=[CH:9]1>>[C:2]1([C:9]2[O:8][CH:12]=[CH:11][CH:10]=2)[CH:7]=[CH:6][CH:5]=[CH:4][CH:3]=1. Procedure details: A solution of aniline (12.5 g, 0.134M) and i-amylnitrite (27.5 ml, 0.205M) in furan (400 ml) was stirred at 30° C. (bath temperature) for 24 hours under N2. The mixture was then washed with water and saturated NaCl solution, dried over anhydrous Na2SO4 and evaporated. The brown residue was filtered through a short column of neutral alumina (activity grade II) using pentane as an eluent. The fractions were combined and concentrated and the residue distilled in vacuo to give pure 2-phenylfuran (7.... As a reaction SMILES: [H-].[Na+].[CH3:3][N:4]1[CH2:8][CH2:7][CH:6]([OH:9])[CH2:5]1.Cl[C:11]1[CH:12]=[N:13][CH:14]=[C:15]([Cl:20])[C:16]=1[C:17](O)=[O:18].[C:21]1([P:27]([C:34]2[CH:39]=[CH:38][CH:37]=[CH:36][CH:35]=2)[C:28]2[CH:33]=[CH:32][CH:31]=[CH:30][CH:29]=2)[CH:26]=[CH:25][CH:24]=[CH:23][CH:22]=1.C(Cl)(Cl)(Cl)[Cl:41]>CN(C)C=O.C(N(CC)CC)C>[Cl:20][C:15]1[C:16]2[CH2:17][N:4]([CH3:3])[CH2:5][CH:6]([CH2:7][CH2:8][Cl:41])[O:9][C:11]=2[CH:12]=[N:13][CH:14]=1.[C:34]1([P:27](=[O:18])([C:21]2[CH:22]=[CH:23][CH:24]=[CH:25][CH:26]=2)[C:28]2[CH:33]=[CH:32][CH:31]=[CH:30][CH:29]=2)[CH:35]=[CH:36][CH:37]=[CH:38][CH:39]=1 |f:0.1|. Product: ClC1=CN=CC2=C1CN(CC(O2)CCCl)C (6-Chloro-2-(2-chloroethyl)-2,3-dihydro-4-methylpyrido[4,3-f]-1,4-oxazepin), C1(=CC=CC=C1)P(C1=CC=CC=C1)(C1=CC=CC=C1)=O (triphenylphosphine oxide). Procedure details: To a suspension of 2.1 g (60% in oil, 0.052 mole) of sodium hydride in 125 ml of dimethylformamide heated to 60° C. under a nitrogen gas blanket was added a solution of 2.65 g (0.026 mole) of N-methyl-3-pyrrolidinol and 5.0 g (0.026 mole) of 3,5-dichloropyridine-4-carboxylic acid in 40 ml of dimethylformamide dropwise at such a rate as to maintain 60° C. Subsequent to this addition, the mixture was heated to 75° C. for 3 hr. The solvent was then removed by rotary evaporation (60° C., 5 mm). The ... Starting materials: [H-].[Na+] (sodium hydride), C1(=CC=CC=C1)P(C1=CC=CC=C1)C1=CC=CC=C1 (triphenylphosphine), C(Cl)(Cl)(Cl)Cl (carbon tetrachloride), CN1CC(CC1)O (N-methyl-3-pyrrolidinol), ClC=1C=NC=C(C1C(=O)O)Cl (3,5-dichloropyridine-4-carboxylic acid), C1(=CC=CC=C1)P(C1=CC=CC=C1)C1=CC=CC=C1 (triphenylphosphine), C(Cl)(Cl)(Cl)Cl (carbon tetrachloride). Run at temperature 60 celsius, time 1 hour. The solvent is CN(C=O)C (dimethylformamide), C(C)N(CC)CC (triethylamine), CN(C=O)C (dimethylformamide).